This data is from the Open Reaction Database (ORD), a public repository of structured organic reaction records. The task is: describe an organic reaction: reactants, conditions, products, and yield Reactants: COC=1C=C2C(=NC1)NC=C2 (5-methoxy-1H-pyrrolo[2,3-b]pyridine), BrN1C(CCC1=O)=O (N-bromosuccinimide). The solvent is O1CCCC1 (tetrahydrofuran). Reaction conditions: time 90 minute. Yields the product BrC1=CNC2=NC=C(C=C21)OC (3-bromo-5-methoxy-1H-pyrrolo[2,3-b]pyridine). Yield: 55.8%. RXN SMILES: [CH3:1][O:2][C:3]1[CH:4]=[C:5]2[CH:11]=[CH:10][NH:9][C:6]2=[N:7][CH:8]=1.[Br:12]N1C(=O)CCC1=O>O1CCCC1>[Br:12][C:11]1[C:5]2[C:6](=[N:7][CH:8]=[C:3]([O:2][CH3:1])[CH:4]=2)[NH:9][CH:10]=1. Procedure details: To a solution of 5-methoxy-1H-pyrrolo[2,3-b]pyridine (0.439 g, 2.96 mmol) in tetrahydrofuran (10 mL) was added N-bromosuccinimide (0.527 g, 2.96 mmol) at 0° C. After 90 minutes at 0° C., the reaction was quenched with 30% Na2S2O3 and extracted with EtOAc (2×). The combined organic layers were washed with water, dried and concentrated. The residue was triturated with EtOAc/diethyl ether (1:1) to give 0.375 g of the title compound. The reactants are ClCC1=CC(=CS1)C(=O)OC (methyl 5-(chloromethyl)-3-thiophenecarboxylate), CC(=O)C (acetone). The reagents and catalysts are [N+](=O)([O-])[O-].[Ag+] (silver nitrate). Yields the product OCC1=CC(=CS1)C(=O)OC (Methyl 5-(hydroxymethyl)-3-thiophenecarboxylate). As a reaction SMILES: Cl[CH2:2][C:3]1[S:7][CH:6]=[C:5]([C:8]([O:10][CH3:11])=[O:9])[CH:4]=1.CC(C)=[O:14]>[N+]([O-])([O-])=O.[Ag+]>[OH:14][CH2:2][C:3]1[S:7][CH:6]=[C:5]([C:8]([O:10][CH3:11])=[O:9])[CH:4]=1 |f:2.3|. Procedure: A solution of methyl 5-(chloromethyl)-3-thiophenecarboxylate (1.7 g) in 50% aqueous acetone (60 ml) was treated with silver nitrate (1.52 g). After 2 h the resulting precipitate was filtered and the filtrate was evaporated. The residue was extracted with diethyl ether, and the ethereal extract was washed with water. Evaporation of the solvent gave an oily residue, which was chromatographed on silica with ethyl acetate-light petroleum 60°-80°; (1:1) to give the title compound as an oil (0.3 g) b.... Reactants: CC(C)(C)c1ccc(N)cc1, ClCCl, O=C(Cl)c1cccnc1F, [Na+], O=C([O-])O. Yields the product CC(C)(C)c1ccc(NC(=O)c2cccnc2F)cc1. As a reaction SMILES: [C:11]([CH3:12])([CH3:13])([CH3:14])[c:15]1[cH:16][cH:17][c:18]([NH2:19])[cH:20][cH:21]1.[Cl:27][CH2:28][Cl:29].[F:1][c:2]1[c:3]([C:4](=[O:5])[Cl:6])[cH:7][cH:8][cH:9][n:10]1.[Na+:26].[O-:22][C:23]([OH:24])=[O:25]>>[F:1][c:2]1[c:3]([C:4](=[O:5])[NH:19][c:18]2[cH:17][cH:16][c:15]([C:11]([CH3:12])([CH3:13])[CH3:14])[cH:21][cH:20]2)[cH:7][cH:8][cH:9][n:10]1. Starting materials: BrC=1C=CC2=C(C=C(CCS2(=O)=O)C(=O)NC2=CC=C(C=C2)CN(C2CCOCC2)C)C1 (7-bromo-N-[4-[[N-methyl-N-(tetrahydropyran-4-yl)amino]methyl]phenyl]-1,1-dioxo-2,3-dihydro-1-benzothiepine-4-carboxamide), B(OC1=CC=C(C=C1)N(CCOCCC)CC)([O-])[O-] (4-[N-ethyl-N-(2-propoxyethyl)amino]phenyl borate), C([O-])([O-])=O.[K+].[K+] (potassium carbonate). The reagents and catalysts are C=1C=CC(=CC1)[P](C=2C=CC=CC2)(C=3C=CC=CC3)[Pd]([P](C=4C=CC=CC4)(C=5C=CC=CC5)C=6C=CC=CC6)([P](C=7C=CC=CC7)(C=8C=CC=CC8)C=9C=CC=CC9)[P](C=1C=CC=CC1)(C=1C=CC=CC1)C=1C=CC=CC1 (tetrakistriphenylphosphinepalladium). The solvent is C1(=CC=CC=C1)C.C(C)O.O (toluene ethanol water). Run at time 1 hour. Product: C(C)N(CCOCCC)C1=CC=C(C=C1)C=1C=CC2=C(C=C(CCS2(=O)=O)C(=O)NC2=CC=C(C=C2)CN(C2CCOCC2)C)C1 (7-[4-[N-ethyl-N-(2-propoxyethyl)amino]phenyl]-N-[4-[[N-methyl-N-(tetrahydropyran-4-yl)amino]methyl]phenyl]-1,1-dioxo-2,3-dihydro-1-benzothiepine-4-carboxamide). The yield is 35.8%. As a reaction SMILES: Br[C:2]1[CH:3]=[CH:4][C:5]2[S:11](=[O:13])(=[O:12])[CH2:10][CH2:9][C:8]([C:14]([NH:16][C:17]3[CH:22]=[CH:21][C:20]([CH2:23][N:24]([CH3:31])[CH:25]4[CH2:30][CH2:29][O:28][CH2:27][CH2:26]4)=[CH:19][CH:18]=3)=[O:15])=[CH:7][C:6]=2[CH:32]=1.B([O-])([O-])O[C:35]1[CH:40]=[CH:39][C:38]([N:41]([CH2:48][CH3:49])[CH2:42][CH2:43][O:44][CH2:45][CH2:46][CH3:47])=[CH:37][CH:36]=1.C(=O)([O-])[O-].[K+].[K+]>C1(C)C=CC=CC=1.C(O)C.O.C1C=CC([P]([Pd]([P](C2C=CC=CC=2)(C2C=CC=CC=2)C2C=CC=CC=2)([P](C2C=CC=CC=2)(C2C=CC=CC=2)C2C=CC=CC=2)[P](C2C=CC=CC=2)(C2C=CC=CC=2)C2C=CC=CC=2)(C2C=CC=CC=2)C2C=CC=CC=2)=CC=1>[CH2:48]([N:41]([C:38]1[CH:37]=[CH:36][C:35]([C:2]2[CH:3]=[CH:4][C:5]3[S:11](=[O:12])(=[O:13])[CH2:10][CH2:9][C:8]([C:14]([NH:16][C:17]4[CH:18]=[CH:19][C:20]([CH2:23][N:24]([CH3:31])[CH:25]5[CH2:30][CH2:29][O:28][CH2:27][CH2:26]5)=[CH:21][CH:22]=4)=[O:15])=[CH:7][C:6]=3[CH:32]=2)=[CH:40][CH:39]=1)[CH2:42][CH2:43][O:44][CH2:45][CH2:46][CH3:47])[CH3:49] |f:2.3.4,5.6.7,^1:72,74,93,112|. Procedure: Under argon atmosphere, a mixture of 7-bromo-N-[4-[[N-methyl-N-(tetrahydropyran-4-yl)amino]methyl]phenyl]-1,1-dioxo-2,3-dihydro-1-benzothiepine-4-carboxamide (200 mg), 4-[N-ethyl-N-(2-propoxyethyl)amino]phenyl borate (290 mg) and potassium carbonate (266 mg) in toluene/ethanol/water (10/1/1 ml) was stirred at room temperature for 1 hour. To the mixture was added tetrakistriphenylphosphinepalladium (40 mg), and the mixture was refluxed for 8 hours, cooled, extracted with ethyl acetate, washed wit... Starting materials: NC1=C2N=C(N(C2=NC(=N1)S)CC1=CC=CC=C1)O (6-amino-9-benzyl-8-hydroxy-2-mercaptopurine), C([O-])([O-])=O.[K+].[K+] (potassium carbonate), COCCCl (2-chloroethyl methyl ether). Run in CN(C=O)C (dimethylformamide). Conditions: time 8 hour. Yields the product NC1=C2N=C(N(C2=NC(=N1)SCCOC)CC1=CC=CC=C1)O (6-Amino-9-benzyl-8-hydroxy-2-[(2-methoxyethyl)thio]purine). The yield is 12.3%. As a reaction SMILES: [NH2:1][C:2]1[N:10]=[C:9]([SH:11])[N:8]=[C:7]2[C:3]=1[N:4]=[C:5]([OH:19])[N:6]2[CH2:12][C:13]1[CH:18]=[CH:17][CH:16]=[CH:15][CH:14]=1.C(=O)([O-])[O-].[K+].[K+].[CH3:26][O:27][CH2:28][CH2:29]Cl>CN(C)C=O>[NH2:1][C:2]1[N:10]=[C:9]([S:11][CH2:29][CH2:28][O:27][CH3:26])[N:8]=[C:7]2[C:3]=1[N:4]=[C:5]([OH:19])[N:6]2[CH2:12][C:13]1[CH:18]=[CH:17][CH:16]=[CH:15][CH:14]=1 |f:1.2.3|. Reported procedure: Crude 6-amino-9-benzyl-8-hydroxy-2-mercaptopurine (134 mg, 0.49 mmol) was suspended in dimethylformamide (65 ml). To the suspension were added potassium carbonate (100 mg, 0.72 mmol) and 2-chloroethyl methyl ether (0.067 ml, 0.73 mmol) in order. The mixture was stirred at room temperature for 8 hours. The solvent was removed in vacuo, and the residue was purified by silica gel chromatography (3% methanol/chloroform) to give the subject compound (20 mg, yield 12%). Starting materials: ClC1=CC=C(C=C1)N1N=C2C(=CNC(=C2CCCC#N)C)C1=O (2-(4-Chlorophenyl)-7-(3-cyanopropyl)-2,5-dihydro-6-methylpyrazolo[4,3-c]pyridin-3-one), COC(CN)OC (aminoacetaldehyde dimethylacetal). The reagents and catalysts are [Cu]Cl (copper(I) chloride). Run in CS(=O)C (DMSO). Conditions: temperature 100 celsius. Yields the product ClC1=CC=C(C=C1)N1N=C2C(=CNC(=C2CCCC=2NC=CN2)C)C1=O (2-(4-Chlorophenyl)-2,5-dihydro-7-[3-(1H-imidazol-2-yl)propyl]-6-methyl-pyrazolo[4,3-c]pyridin-3-one). The yield is 8.2%. Reaction SMILES: [Cl:1][C:2]1[CH:7]=[CH:6][C:5]([N:8]2[C:22](=[O:23])[C:11]3=[CH:12][NH:13][C:14]([CH3:21])=[C:15]([CH2:16][CH2:17][CH2:18][C:19]#[N:20])[C:10]3=[N:9]2)=[CH:4][CH:3]=1.CO[CH:26](OC)[CH2:27][NH2:28]>CS(C)=O.[Cu]Cl>[Cl:1][C:2]1[CH:7]=[CH:6][C:5]([N:8]2[C:22](=[O:23])[C:11]3=[CH:12][NH:13][C:14]([CH3:21])=[C:15]([CH2:16][CH2:17][CH2:18][C:19]4[NH:28][CH:27]=[CH:26][N:20]=4)[C:10]3=[N:9]2)=[CH:4][CH:3]=1. Procedure: To a solution of the product of Example 107 (0.131 g, 0.4 mmol) and aminoacetaldehyde dimethylacetal (43 μl, 0.4 mmol) in DMSO (1 ml) was added copper(I) chloride (0.04 g, 0.4 mmol) and the mixture heated at 100° C. for 120 hours. The solvent was removed in vacuo and the residue suspended in formic acid (10 ml) and heated at 70° C. for 18 hours. The reaction was filtered and the solvent evaporated from the filtrate in vacuo. The crude product was purified by flash chromatography (silica gel, 6-1... Starting materials: CC(=O)O, O=N[O-], COCCn1c(N)cc(=O)[nH]c1=S, [Na+], O. The product is COCCn1c(N)c(N=O)c(=O)[nH]c1=S. As a reaction SMILES: [CH3:19][C:20](=[O:21])[OH:22].[N:14](=[O:15])[O-:16].[NH2:1][c:2]1[cH:3][c:4](=[O:13])[nH:5][c:6](=[S:12])[n:7]1[CH2:8][CH2:9][O:10][CH3:11].[Na+:17].[OH2:18]>>[NH2:1][c:2]1[c:3]([N:14]=[O:15])[c:4](=[O:13])[nH:5][c:6](=[S:12])[n:7]1[CH2:8][CH2:9][O:10][CH3:11].